This data is from the Open Reaction Database (ORD), a public repository of structured organic reaction records. The task is: describe an organic reaction: reactants, conditions, products, and yield Reactants: COC(=O)c1ccc(Br)c(C)c1, O=C([O-])[O-], CNCCNC, Cc1ccccc1, [Cu]I, [K+], [K+], O=C1CCCCN1, C1COCCO1. Product: COC(=O)c1ccc(N2CCCCC2=O)c(C)c1. As a reaction SMILES: [Br:1][c:2]1[c:3]([CH3:12])[cH:4][c:5]([C:6](=[O:7])[O:8][CH3:9])[cH:10][cH:11]1.[C:26](=[O:27])([O-:28])[O-:29].[CH3:20][NH:21][CH2:22][CH2:23][NH:24][CH3:25].[CH3:32][c:33]1[cH:34][cH:35][cH:36][cH:37][cH:38]1.[Cu:45][I:46].[K+:30].[K+:31].[NH:13]1[C:14](=[O:19])[CH2:15][CH2:16][CH2:17][CH2:18]1.[O:39]1[CH2:40][CH2:41][O:42][CH2:43][CH2:44]1>>[c:2]1([N:13]2[C:14](=[O:19])[CH2:15][CH2:16][CH2:17][CH2:18]2)[c:3]([CH3:12])[cH:4][c:5]([C:6](=[O:7])[O:8][CH3:9])[cH:10][cH:11]1. Reactants: C(CC(=O)OOC(=O)CCC(=O)O)C(=O)O (succinic acid peroxide), C(C)(C)(C1=CC=CC=C1)OOC(C)(C)C1=CC=CC=C1 (dicumyl peroxide), C(C)(C)(C)OOC(C)(C)C (di-tert-butyl peroxide). Yields the product C(C1=CC=CC=C1)(=O)OOC(C1=CC=CC=C1)=O (benzoyl peroxide). Reaction SMILES: [CH2:1]([C:14](O)=O)[CH2:2][C:3]([O:5][O:6][C:7]([CH2:9][CH2:10][C:11](O)=O)=[O:8])=[O:4].[C:17](OOC(C1C=CC=CC=1)(C)C)(C1C=CC=CC=1)([CH3:19])[CH3:18].[C:37](OOC(C)(C)C)(C)([CH3:39])[CH3:38]>>[C:7]([O:6][O:5][C:3](=[O:4])[C:2]1[CH:1]=[CH:14][CH:39]=[CH:37][CH:38]=1)(=[O:8])[C:9]1[CH:10]=[CH:11][CH:19]=[CH:17][CH:18]=1. Procedure: succinic acid peroxide, dicumyl peroxide; di-tert-butyl peroxide; Reactants: O[C@@H]1[C@]2(C)[C@@H](CC1)[C@@H]1CCC3=CC(CC[C@@]3([C@H]1CC2)CC#C)=O (17β-hydroxy-10-(2-propynyl)estr-4-en-3-one), C(C)(=O)OC(C)=O (acetic anhydride). Run in N1=CC=CC=C1 (pyridine). Reaction conditions: time 16 hour. Product: C(C)(=O)O[C@@H]1[C@]2(C)[C@@H](CC1)[C@@H]1CCC3=CC(CC[C@@]3([C@H]1CC2)CC#C)=O (17β-acetoxy-10-(2-propynyl)estr-4-en-3-one). RXN SMILES: [OH:1][C@H:2]1[CH2:7][CH2:6][C@H:5]2[C@H:8]3[C@H:17]([CH2:18][CH2:19][C@:3]12[CH3:4])[C@:16]1([CH2:20][C:21]#[CH:22])[C:11](=[CH:12][C:13](=[O:23])[CH2:14][CH2:15]1)[CH2:10][CH2:9]3.[C:24](OC(=O)C)(=[O:26])[CH3:25]>N1C=CC=CC=1>[C:24]([O:1][C@H:2]1[CH2:7][CH2:6][C@H:5]2[C@H:8]3[C@H:17]([CH2:18][CH2:19][C@:3]12[CH3:4])[C@:16]1([CH2:20][C:21]#[CH:22])[C:11](=[CH:12][C:13](=[O:23])[CH2:14][CH2:15]1)[CH2:10][CH2:9]3)(=[O:26])[CH3:25]. Procedure details: To a solution of 500 mg of 17β-hydroxy-10-(2-propynyl)estr-4-en-3-one in 4 ml of pyridine at 25° C. is added 4 ml of acetic anhydride and the mixture is allowed to stand at room temperature for 16 hours. It is then concentrated under reduced pressure, the residue is diluted with ether and the ether solution is washed with 1 N hydrochloric acid and with aqueous sodium bicarbonate and then dried and concentrated. The resultant residue is recrystallized from ethyl acetate-hexane to give 17β-acetoxy... The reactants are C(C1=CC=CC=C1)O[C@@H]1[C@H]([C@@H](OC1(CO)CO)N1C(=O)NC(=O)C(C)=C1)O (1-(3-O-Benzy-4-hydroxymethyl-β-D-xylofuranosyl)thymine), COC1=CC=C(C(C2=CC=C(C=C2)OC)(C2=CC=CC=C2)Cl)C=C1 (4,4′-dimethoxytrityl chloride), N1=CC=CC=C1 (pyridine). The reagents and catalysts are [N+](=O)([O-])[O-].[Ag+] (AgNO3). The solvent is O1CCCC1 (tetrahydrofuran). Reaction conditions: time 18 hour. Product: C(C1=CC=CC=C1)O[C@@H]1[C@H]([C@@H](O[C@@]1(CO)COC(C1=CC=C(C=C1)OC)(C1=CC=C(C=C1)OC)C1=CC=CC=C1)N1C(=O)NC(=O)C(C)=C1)O (1-(3-O-Benzyl-4-C-(4,4′-dimethoxytrityloxymethyl)-β-D-xylofuranosyl)thymine). The yield is 32.4%. RXN SMILES: [CH2:1]([O:8][C@H:9]1[C:13]([CH2:16][OH:17])([CH2:14][OH:15])[O:12][C@@H:11]([N:18]2[CH:26]=[C:24]([CH3:25])[C:22](=[O:23])[NH:21][C:19]2=[O:20])[C@@H:10]1[OH:27])[C:2]1[CH:7]=[CH:6][CH:5]=[CH:4][CH:3]=1.N1C=CC=CC=1.[CH3:34][O:35][C:36]1[CH:57]=[CH:56][C:39]([C:40](Cl)([C:49]2[CH:54]=[CH:53][CH:52]=[CH:51][CH:50]=2)[C:41]2[CH:46]=[CH:45][C:44]([O:47][CH3:48])=[CH:43][CH:42]=2)=[CH:38][CH:37]=1>O1CCCC1.[N+]([O-])([O-])=O.[Ag+]>[CH2:1]([O:8][C@H:9]1[C@@:13]([CH2:14][O:15][C:40]([C:49]2[CH:54]=[CH:53][CH:52]=[CH:51][CH:50]=2)([C:41]2[CH:46]=[CH:45][C:44]([O:47][CH3:48])=[CH:43][CH:42]=2)[C:39]2[CH:38]=[CH:37][C:36]([O:35][CH3:34])=[CH:57][CH:56]=2)([CH2:16][OH:17])[O:12][C@@H:11]([N:18]2[CH:26]=[C:24]([CH3:25])[C:22](=[O:23])[NH:21][C:19]2=[O:20])[C@@H:10]1[OH:27])[C:2]1[CH:3]=[CH:4][CH:5]=[CH:6][CH:7]=1 |f:4.5|. Reported procedure: To a solution of nucleoside 1-(3-O-Benzyl-4-C-hydroxymethyl-β-D-xylofuranosyl)thymine 5 (5.38 g, 14.2 mmol) in anhydrous tetrahydrofuran (400 cm3) was added AgNO3 (2.66 g, 15.7 mmol) followed by anhydrous pyridine (5.7 cm3) and 4,4′-dimethoxytrityl chloride (5.30 g, 15.6 mmol). The mixture was stirred in the dark under nitrogen for 18 h at room temperature. The reaction was quenched by addition of a saturated aqueous solution of sodium hydrogen carbonate (10 cm3) and the resulting mixture was ex... Reactants: Br, CN(C)CCO, CN(C)C(N)=S. Product: CN(C)CCSC(=N)N(C)C. RXN SMILES: [BrH:13].[CH3:1][N:2]([CH2:3][CH2:4][OH:5])[CH3:6].[CH3:7][N:8]([C:9](=[S:10])[NH2:11])[CH3:12]>>[CH3:1][N:2]([CH2:3][CH2:4][S:10][C:9]([N:8]([CH3:7])[CH3:12])=[NH:11])[CH3:6]. Starting materials: Br.Br.Br.COC=1C=C2C(=CC=NC2=C(C1)NCCCCCCN1CCNCC1)C (6-methoxy-4-methyl-N-[6-(1-piperazinyl)hexyl]-8-quinolinamine, trihydrobromide), [OH-].[NH4+] (ammonium hydroxide), C(#N)N=C(SC)SC (cyanodithioimidocarbonic acid, dimethyl ester), CC(C)O (2-propanol), hemihydrate. The solvent is C1(=CC=CC=C1)C (toluene), O (water). Yields the product C(#N)N=C(SC)N1CCN(CC1)CCCCCCNC=1C=C(C=C2C(=CC=NC12)C)OC (N-Cyano-4-[6-[(6-methoxy-4-methyl-8-quinolinyl)amino]hexyl]-1-piperazinecarboximidothioic acid, methyl ester). Isolated yield 66.0%. As a reaction SMILES: Br.Br.Br.[CH3:4][O:5][C:6]1[CH:7]=[C:8]2[C:13](=[C:14]([NH:16][CH2:17][CH2:18][CH2:19][CH2:20][CH2:21][CH2:22][N:23]3[CH2:28][CH2:27][NH:26][CH2:25][CH2:24]3)[CH:15]=1)[N:12]=[CH:11][CH:10]=[C:9]2[CH3:29].CC(O)C.[OH-].[NH4+].[C:36]([N:38]=[C:39](SC)[S:40][CH3:41])#[N:37]>O.C1(C)C=CC=CC=1>[C:36]([N:38]=[C:39]([N:26]1[CH2:25][CH2:24][N:23]([CH2:22][CH2:21][CH2:20][CH2:19][CH2:18][CH2:17][NH:16][C:14]2[CH:15]=[C:6]([O:5][CH3:4])[CH:7]=[C:8]3[C:13]=2[N:12]=[CH:11][CH:10]=[C:9]3[CH3:29])[CH2:28][CH2:27]1)[S:40][CH3:41])#[N:37] |f:0.1.2.3,5.6|. Procedure details: A solution of 5.5 g (0.009 mole) of 6-methoxy-4-methyl-N-[6-(1-piperazinyl)hexyl]-8-quinolinamine, trihydrobromide, compd. with 2-propanol (1:0.3), hemihydrate in 100 ml of water was made basic with concentrated ammonium hydroxide and extracted with dichloromethane. The extract was washed, dried over anhydrous magnesium sulfate, filtered, and concentrated to dryness under vacuum. A solution of the concentrate and 1.8 g (0.012 mole) of cyanodithioimidocarbonic acid, dimethyl ester in 100 ml of to... Reaction SMILES: [NH2:1][C:2]1[C:3]([NH:10][C:11]2[CH:16]=[CH:15][C:14]([I:17])=[CH:13][C:12]=2[F:18])=[CH:4][C:5](=[O:9])[N:6]([CH3:8])[CH:7]=1.[CH2:19]([C:22]1([S:25](Cl)(=[O:27])=[O:26])[CH2:24][CH2:23]1)[CH:20]=[CH2:21].Cl>N1C=CC=CC=1>[CH2:19]([C:22]1([S:25]([NH:1][C:2]2[C:3]([NH:10][C:11]3[CH:16]=[CH:15][C:14]([I:17])=[CH:13][C:12]=3[F:18])=[CH:4][C:5](=[O:9])[N:6]([CH3:8])[CH:7]=2)(=[O:27])=[O:26])[CH2:24][CH2:23]1)[CH:20]=[CH2:21]. Run at time 16 hour. Starting materials: C(C=C)C1(CC1)S(=O)(=O)Cl (1-allylcyclopropane-1-sulfonyl chloride), NC=1C(=CC(N(C1)C)=O)NC1=C(C=C(C=C1)I)F (5-Amino-4-(2-fluoro-4-iodophenylamino)-1-methylpyridin-2(1H)-one), Cl (HCl). The product is C(C=C)C1(CC1)S(=O)(=O)NC1=CN(C(C=C1NC1=C(C=C(C=C1)I)F)=O)C (1-Allyl-N-(4-(2-fluoro-4-iodophenylamino)-1-methyl-6-oxo-1,6-dihydropyridin-3-yl)cyclopropane-1-sulfonamide). Procedure details: 5-Amino-4-(2-fluoro-4-iodophenylamino)-1-methylpyridin-2(1H)-one (prepared as described in steps a-e in example 1 above) was dissolved in dry pyridine at 0° C. under an ice-salt bath, and 1-allylcyclopropane-1-sulfonyl chloride was added. The resultant reaction mixture was allowed to warm to room temperature. After stirring for 16 hours at room temperature, aqueous HCl (1N) was added and the mixture was stirred for 15 minutes. The formed precipitate was filtered and dried under vacuum, and purif... Solvent: N1=CC=CC=C1 (pyridine). Run at temperature 110 celsius. Procedure: A mixture of 2-fluoroacetophenone (19.9 g), morpholine (21 cc) and potassium carbonate (27.6 g) in dimethyl sulphoxide (32 cc) is heated at 110° C. for 30 hours. The reaction mixture is diluted with water (100 cc) and extracted with ethyl acetate (4×100 cc); the organic solution is washed with distilled water (100 cc), dried over magnesium sulphate and concentrated to dryness under reduced pressure (2.7 kPa). The residue is chromatographed on a silica gel column (0.04-0.063 mm, diameter 9 cm, he... Yields the product N1(CCOCC1)CC(=O)C1=CC=CC=C1 (2-(4-Morpholinyl)acetophenone). Reaction SMILES: F[CH2:2][C:3]([C:5]1[CH:10]=[CH:9][CH:8]=[CH:7][CH:6]=1)=[O:4].[NH:11]1[CH2:16][CH2:15][O:14][CH2:13][CH2:12]1.C(=O)([O-])[O-].[K+].[K+]>CS(C)=O.O>[N:11]1([CH2:2][C:3]([C:5]2[CH:10]=[CH:9][CH:8]=[CH:7][CH:6]=2)=[O:4])[CH2:16][CH2:15][O:14][CH2:13][CH2:12]1 |f:2.3.4|. Run in CS(=O)C (dimethyl sulphoxide), O (water). The reactants are FCC(=O)C1=CC=CC=C1 (2-fluoroacetophenone), N1CCOCC1 (morpholine), C([O-])([O-])=O.[K+].[K+] (potassium carbonate). The reactants are ClCCl, C1CCOC1, CC(=NN(C)C)C(C)Oc1ccc(Oc2ccc(C(F)(F)F)cc2)cc1, CC(C)[N-]C(C)C, CC=O, [Li+], O. Product: CC(O)CC(=NN(C)C)C(C)Oc1ccc(Oc2ccc(C(F)(F)F)cc2)cc1. Reaction SMILES: [CH2:38]([Cl:39])[Cl:40].[CH2:42]1[O:43][CH2:44][CH2:45][CH2:46]1.[CH3:1][N:2]([N:3]=[C:4]([CH3:5])[CH:6]([CH3:7])[O:8][c:9]1[cH:10][cH:11][c:12]([O:15][c:16]2[cH:17][cH:18][c:19]([C:22]([F:23])([F:24])[F:25])[cH:20][cH:21]2)[cH:13][cH:14]1)[CH3:26].[CH:27]([N-:28][CH:29]([CH3:30])[CH3:31])([CH3:32])[CH3:33].[CH:35]([CH3:36])=[O:37].[Li+:34].[OH2:41]>>[CH3:1][N:2]([N:3]=[C:4]([CH2:5][CH:35]([CH3:36])[OH:37])[CH:6]([CH3:7])[O:8][c:9]1[cH:10][cH:11][c:12]([O:15][c:16]2[cH:17][cH:18][c:19]([C:22]([F:23])([F:24])[F:25])[cH:20][cH:21]2)[cH:13][cH:14]1)[CH3:26]. Reactants: BrC=1NC(=C(N1)C)C(=O)OC(C)C (isopropyl 2-bromo-4-methyl-5-imidazolecarboxylate), [H-].[Na+] (sodium hydride), ClCC1=CC=NC=C1 (4-chloromethylpyridine). The solvent is O1CCCC1 (tetrahydrofuran). Conditions: temperature 0 celsius, time 8 hour. Product: N1=CC=C(C=C1)CN1C(=NC(=C1C(=O)OC(C)C)C)Br (isopropyl N-(4-pyridylmethyl)-2-bromo-4-methyl-5-imidazole carboxylate). Isolated yield 91.6%. RXN SMILES: [H-].[Na+].[Br:3][C:4]1[NH:5][C:6]([C:10]([O:12][CH:13]([CH3:15])[CH3:14])=[O:11])=[C:7]([CH3:9])[N:8]=1.Cl[CH2:17][C:18]1[CH:23]=[CH:22][N:21]=[CH:20][CH:19]=1>O1CCCC1>[N:21]1[CH:22]=[CH:23][C:18]([CH2:17][N:5]2[C:6]([C:10]([O:12][CH:13]([CH3:15])[CH3:14])=[O:11])=[C:7]([CH3:9])[N:8]=[C:4]2[Br:3])=[CH:19][CH:20]=1 |f:0.1|. Procedure details: To a suspension of 195 milligrams (mg) (8.13 mM) of sodium hydride in 20 ml of anhydrous tetrahydrofuran was added, in portions, 2 g (8.13 mM) of isopropyl 2-bromo-4-methyl-5-imidazolecarboxylate. The resulting suspension was cooled to 0° C. and 1.03 g (8.13 mM) of 4-chloromethylpyridine was added. The reaction mixture was stirred overnight at 50° C. The precipitated sodium chloride was removed by filtration and concentration in vacuo of the filtrate gave 2.5 g (92%) of isopropyl N-(4-pyridylmet...